This data is from the Open Reaction Database (ORD), a public repository of structured organic reaction records. The task is: describe an organic reaction: reactants, conditions, products, and yield Reactants: C1(CC1)COC1=C(C=CC(=N1)C(=O)O)N1CC(C1)(F)F (6-cyclopropylmethoxy-5-(3,3-difluoro-azetidin-1-yl)-pyridine-2-carboxylic acid), Cl.C1CC12C(NCC2)C(=O)N (5-azaspiro[2.4]heptane-4-carboxamide hydrochloride), Cl.C1CC12CNC(C2)C(=O)N (5-azaspiro[2.4]heptane-6-carboxamide hydrochloride). Yields the product C1(CC1)COC1=C(C=CC(=N1)C(=O)N1C(C2(CC2)CC1)C(=O)N)N1CC(C1)(F)F ((−)-5-[6-(Cyclopropylmethoxy)-5-(3,3-difluoroazetidin-1-yl)pyridine-2-carbonyl]-5-azaspiro[2.4]heptane-4-carboxamide). As a reaction SMILES: [CH:1]1([CH2:4][O:5][C:6]2[N:11]=[C:10]([C:12]([OH:14])=O)[CH:9]=[CH:8][C:7]=2[N:15]2[CH2:18][C:17]([F:20])([F:19])[CH2:16]2)[CH2:3][CH2:2]1.Cl.[CH2:22]1[C:24]2([CH2:28][CH2:27][NH:26][CH:25]2[C:29]([NH2:31])=[O:30])[CH2:23]1.Cl.C1C2(CC(C(N)=O)NC2)C1>>[CH:1]1([CH2:4][O:5][C:6]2[N:11]=[C:10]([C:12]([N:26]3[CH2:27][CH2:28][C:24]4([CH2:22][CH2:23]4)[CH:25]3[C:29]([NH2:31])=[O:30])=[O:14])[CH:9]=[CH:8][C:7]=2[N:15]2[CH2:18][C:17]([F:20])([F:19])[CH2:16]2)[CH2:2][CH2:3]1 |f:1.2,3.4|. Procedure details: In analogy to the procedure described in Example 127 e), 6-cyclopropylmethoxy-5-(3,3-difluoro-azetidin-1-yl)-pyridine-2-carboxylic acid (Example 1 b, 80 mg, 281 μmol) was reacted with a mixture of 5-azaspiro[2.4]heptane-4-carboxamide hydrochloride and 5-azaspiro[2.4]heptane-6-carboxamide hydrochloride (Example 151 d, 59.7 mg, 338 μmol) to obtain the title compound after preparative chiral HPLC (10 mg, 9%) as off-white solid, MS (ESI): m/e=407.3 [MH+]. Reactants: ClC=1C=C(C(=O)Cl)C=CC1Cl (3,4-dichlorobenzoyl chloride), N1C(CC(CC1)=O)=O (piperidine-2,4-dione), [C-]#N.[K+] (Potassium cyanide), C(COCCOC)N(CCOCCOC)CCOCCOC (tris-(3,6-dioxaheptyl)amine). Run in C(C)#N (acetonitrile), C(C)#N (acetonitrile), C(C)N(CC)CC (triethylamine). Reaction conditions: time 18 hour. The product is ClC=1C=C(C(=O)C2C(NCCC2=O)=O)C=CC1Cl (3-(3,4-dichlorobenzoyl)piperidine-2,4-dione). Isolated yield 12.9%. Reaction SMILES: [Cl:1][C:2]1[CH:3]=[C:4]([CH:8]=[CH:9][C:10]=1[Cl:11])[C:5](Cl)=[O:6].[NH:12]1[CH2:17][CH2:16][C:15](=[O:18])[CH2:14][C:13]1=[O:19].[C-]#N.[K+].C(N(CCOCCOC)CCOCCOC)COCCOC>C(#N)C.C(N(CC)CC)C>[Cl:1][C:2]1[CH:3]=[C:4]([CH:8]=[CH:9][C:10]=1[Cl:11])[C:5]([CH:14]1[C:15](=[O:18])[CH2:16][CH2:17][NH:12][C:13]1=[O:19])=[O:6] |f:2.3|. Procedure: A solution of 3,4-dichlorobenzoyl chloride (2.1 g) in dry acetonitrile (10 ml) was added at ambient temperature to a stirred solution of piperidine-2,4-dione (1.13 g) and dry triethylamine (1.31 g) in dry acetonitrile (50 ml) and the mixture stirred at ambient temperature for 18 hours. Potassium cyanide (0.06 g) dry triethylamine (3.1 g) and tris-(3,6-dioxaheptyl)amine (0.5 ml) were added successively and the mixture stirred at ambient temperature for 24 hours. The mixture was evaporated under r...